From a dataset of the Open Reaction Database (ORD), a public repository of structured organic reaction records. describe an organic reaction: reactants, conditions, products, and yield Starting materials: ClC=1C(=NOC1NS(=O)(=O)C1=C(SC=C1)C(CC1=C(C(=C(C=C1C)C)OC)C)=O)C (N-(4-Chloro-3-methyl-5-isoxazolyl)-2-(2-(3-methoxy-2,4,6-trimethylphenyl)acetyl)-3-thiophenesulfonamide), B(Br)(Br)Br (BBr3), ice. Run in ClCCl (dichloromethane). Yields the product ClC=1C(=NOC1NS(=O)(=O)C1=C(SC=C1)C(CC1=C(C(=C(C=C1C)C)O)C)=O)C (N-(4-chloro-3-methyl-5-isoxazolyl)-2-(2-(3-hydroxy-2,4,6-trimethylphenyl)acetyl)-3-thiophenesulfonamide). Procedure details: To a solution of N-(4-chloro-3-methyl-5-isoxazolyl)-2-(2-(3-methoxy-2,4,6-trimethylphenyl)acetyl)-3-thiophenesulfonamide (Example 49) (50 mg, 0.107 mmol) in dichloromethane (20 mL) at 0° C. was added BBr3 (1 M in dichloromethane, 3 mL, 3.0 mmol). The resulting mixture was stirred at 0° C. for 1 h and at room temperature for 8 h before it was poured into crushed ice (˜100 g). The aqueous mixture was stirred until all ice melted and extracted with dichloromethane (2×100 mL). The organic layers wer... As a reaction SMILES: [Cl:1][C:2]1[C:3]([CH3:30])=[N:4][O:5][C:6]=1[NH:7][S:8]([C:11]1[CH:15]=[CH:14][S:13][C:12]=1[C:16](=[O:29])[CH2:17][C:18]1[C:23]([CH3:24])=[CH:22][C:21]([CH3:25])=[C:20]([O:26]C)[C:19]=1[CH3:28])(=[O:10])=[O:9].B(Br)(Br)Br>ClCCl>[Cl:1][C:2]1[C:3]([CH3:30])=[N:4][O:5][C:6]=1[NH:7][S:8]([C:11]1[CH:15]=[CH:14][S:13][C:12]=1[C:16](=[O:29])[CH2:17][C:18]1[C:23]([CH3:24])=[CH:22][C:21]([CH3:25])=[C:20]([OH:26])[C:19]=1[CH3:28])(=[O:10])=[O:9]. The yield is 96.6%. Conditions: temperature 0 celsius, time 8 hour. Reactants: BrCC(=O)Br (2-bromoacetyl bromide), C(C)NCC (diethylamine), NC1=CC=C(C=C1)C (p-toluidine), C1=C(C=CC2=CC=CC=C12)S(=O)(=O)Cl (2-naphthalenesulfonyl chloride). The product is C(C)N(C(CN(C1=CC=C(C=C1)C)S(=O)(=O)C1=CC2=CC=CC=C2C=C1)=O)CC (N,N-Diethyl-2-[(naphthalene-2-sulfonyl)-p-tolyl-amino]-acetamide). As a reaction SMILES: Br[CH2:2][C:3](Br)=[O:4].[CH2:6]([NH:8][CH2:9][CH3:10])[CH3:7].[NH2:11][C:12]1[CH:17]=[CH:16][C:15]([CH3:18])=[CH:14][CH:13]=1.[CH:19]1[C:28]2[C:23](=[CH:24][CH:25]=[CH:26][CH:27]=2)[CH:22]=[CH:21][C:20]=1[S:29](Cl)(=[O:31])=[O:30]>>[CH2:6]([N:8]([CH2:9][CH3:10])[C:3](=[O:4])[CH2:2][N:11]([S:29]([C:20]1[CH:21]=[CH:22][C:23]2[C:28](=[CH:27][CH:26]=[CH:25][CH:24]=2)[CH:19]=1)(=[O:31])=[O:30])[C:12]1[CH:17]=[CH:16][C:15]([CH3:18])=[CH:14][CH:13]=1)[CH3:7]. Procedure: prepared by reaction of 2-bromoacetyl bromide with diethylamine, p-toluidine and 2-naphthalenesulfonyl chloride